From a dataset of the Open Reaction Database (ORD), a public repository of structured organic reaction records. describe an organic reaction: reactants, conditions, products, and yield Starting materials: COC=1C=C2C(=CC=NC2=CC1OC)OC1=CC=C(C=C1)N (6,7-Dimethoxy-4-(4-aminophenoxy)quinoline), C(CCCCCCC)N=C=O (octyl isocyanate). Solvent: C1(=CC=CC=C1)C (toluene). The product is COC=1C=C2C(=CC=NC2=CC1OC)OC1=CC=C(C=C1)NC(=O)NCCCCCCCC (N-{4-[(6,7-Dimethoxy-4-quinolyl)oxy]phenyl}-N'-octylurea). Isolated yield 41.0%. RXN SMILES: [CH3:1][O:2][C:3]1[CH:4]=[C:5]2[C:10](=[CH:11][C:12]=1[O:13][CH3:14])[N:9]=[CH:8][CH:7]=[C:6]2[O:15][C:16]1[CH:21]=[CH:20][C:19]([NH2:22])=[CH:18][CH:17]=1.[CH2:23]([N:31]=[C:32]=[O:33])[CH2:24][CH2:25][CH2:26][CH2:27][CH2:28][CH2:29][CH3:30]>C1(C)C=CC=CC=1>[CH3:1][O:2][C:3]1[CH:4]=[C:5]2[C:10](=[CH:11][C:12]=1[O:13][CH3:14])[N:9]=[CH:8][CH:7]=[C:6]2[O:15][C:16]1[CH:17]=[CH:18][C:19]([NH:22][C:32]([NH:31][CH2:23][CH2:24][CH2:25][CH2:26][CH2:27][CH2:28][CH2:29][CH3:30])=[O:33])=[CH:20][CH:21]=1. Procedure: 6,7-Dimethoxy-4-(4-aminophenoxy)quinoline (51 mg) was dissolved in toluene (5 ml) with heat, octyl isocyanate (0.2 ml) was added, and the admixture was refluxed with heat for 2 hours. The resulting residue was purified by column chromatography on silica gel eluting with chloroform/acetone (10/1) to obtain 32 mg of the title compound (yield: 41%). The reactants are Brc1cccnc1, O=C([O-])[O-], CN(C)P(=O)(N(C)C)N(C)C, [K+], [K+], O, O=Cc1ccc(O)cc1. Yields the product O=Cc1ccc(Oc2cccnc2)cc1. As a reaction SMILES: [Br:1][c:2]1[cH:3][n:4][cH:5][cH:6][cH:7]1.[C:17](=[O:18])([O-:19])[O-:20].[CH3:23][N:24]([P:25]([N:26]([CH3:27])[CH3:28])([N:29]([CH3:30])[CH3:31])=[O:32])[CH3:33].[K+:21].[K+:22].[OH2:34].[OH:8][c:9]1[cH:10][cH:11][c:12]([CH:13]=[O:14])[cH:15][cH:16]1>>[c:2]1([O:8][c:9]2[cH:10][cH:11][c:12]([CH:13]=[O:14])[cH:15][cH:16]2)[cH:3][n:4][cH:5][cH:6][cH:7]1.